From a dataset of the Open Reaction Database (ORD), a public repository of structured organic reaction records. describe an organic reaction: reactants, conditions, products, and yield Starting materials: CO, COc1cc([N+](=O)[O-])ccc1C(C#N)c1ccc(Cl)cc1, [H][H], c1ccsc1. The product is COc1cc(N)ccc1C(C#N)c1ccc(Cl)cc1. Reaction SMILES: [CH3:29][OH:30].[Cl:1][c:2]1[cH:3][cH:4][c:5]([CH:8]([C:9]#[N:10])[c:11]2[c:12]([O:20][CH3:21])[cH:13][c:14]([N+:17]([O-:18])=[O:19])[cH:15][cH:16]2)[cH:6][cH:7]1.[H:27][H:28].[cH:22]1[cH:23][s:24][cH:25][cH:26]1>>[Cl:1][c:2]1[cH:3][cH:4][c:5]([CH:8]([C:9]#[N:10])[c:11]2[c:12]([O:20][CH3:21])[cH:13][c:14]([NH2:17])[cH:15][cH:16]2)[cH:6][cH:7]1.